From a dataset of the Open Reaction Database (ORD), a public repository of structured organic reaction records. describe an organic reaction: reactants, conditions, products, and yield The reactants are O=C1CCC(=O)N1Br, O=C(OOC(=O)c1ccccc1)c1ccccc1, CCOC(=O)c1ccc(Br)c(C)c1, ClC(Cl)(Cl)Cl. Product: CCOC(=O)c1ccc(Br)c(CBr)c1. As a reaction SMILES: [Br:14][N:15]1[C:16](=[O:17])[CH2:18][CH2:19][C:20]1=[O:21].[C:22]([O:23][O:24][C:25](=[O:26])[c:27]1[cH:28][cH:29][cH:30][cH:31][cH:32]1)(=[O:33])[c:34]1[cH:35][cH:36][cH:37][cH:38][cH:39]1.[CH2:1]([CH3:2])[O:3][C:4]([c:5]1[cH:6][c:7]([CH3:12])[c:8]([Br:11])[cH:9][cH:10]1)=[O:13].[Cl:40][C:41]([Cl:42])([Cl:43])[Cl:44]>>[CH2:1]([CH3:2])[O:3][C:4]([c:5]1[cH:6][c:7]([CH2:12][Br:14])[c:8]([Br:11])[cH:9][cH:10]1)=[O:13]. Starting materials: ClC1=CC(=CC=C1)C(=O)OO (mCPBA), C[O-].[Na+] (sodium methoxide), ClC=1C=C(C=CC1)C1=NC(=NC(=C1C(=O)NCCCC1=CC=CC=C1)C)SC (4-(3-chlorophenyl)-6-methyl-2-(methylthio)-N-(3-phenylpropyl)-5-pyrimidinecarboxamide), S([O-])(O)=O.[Na+] (sodium bisulfite). The solvent is ClCCl (dichloromethane), ClCCl (dichloromethane). Conditions: temperature 0 celsius, time 6 hour. Product: ClC=1C=C(C=CC1)C1=NC(=NC(=C1C(=O)NCCCC1=CC=CC=C1)C)OC (4-(3-chlorophenyl)-2-methoxy-6-methyl-N-(3-phenylpropyl)-5-pyrimidinecarboxamide). RXN SMILES: [Cl:1][C:2]1[CH:3]=[C:4]([C:8]2[C:13]([C:14]([NH:16][CH2:17][CH2:18][CH2:19][C:20]3[CH:25]=[CH:24][CH:23]=[CH:22][CH:21]=3)=[O:15])=[C:12]([CH3:26])[N:11]=[C:10](SC)[N:9]=2)[CH:5]=[CH:6][CH:7]=1.ClC1C=CC=C([C:36](OO)=[O:37])C=1.S(=O)(O)[O-].[Na+].C[O-].[Na+]>ClCCl>[Cl:1][C:2]1[CH:3]=[C:4]([C:8]2[C:13]([C:14]([NH:16][CH2:17][CH2:18][CH2:19][C:20]3[CH:25]=[CH:24][CH:23]=[CH:22][CH:21]=3)=[O:15])=[C:12]([CH3:26])[N:11]=[C:10]([O:37][CH3:36])[N:9]=2)[CH:5]=[CH:6][CH:7]=1 |f:2.3,4.5|. Procedure: 62.8 mg (0.153 mmol) of 4-(3-chlorophenyl)-6-methyl-2-(methylthio)-N-(3-phenylpropyl)-5-pyrimidinecarboxamide was dissolved in 5 ml of dichloromethane. 52.7 mg (0.305 mmol) of mCPBA (m-chloroperbenzoic acid) was added thereto at 0° C. and stirred at the same temperature for 6 hours. 1 ml of saturated aqueous sodium bisulfite solution was added thereto at the same temperature and stirred for 30 minutes heating to room temperature. After the reaction mixture was diluted with dichloromethane, the o...